This data is from the Open Reaction Database (ORD), a public repository of structured organic reaction records. The task is: describe an organic reaction: reactants, conditions, products, and yield The reactants are C(C(O)C)(=O)OCC (ethyl lactate), C(=CC)OCC (ethyl propenyl ether). Reagents/catalysts: Cl (hydrochloric acid). Conditions: temperature 75 celsius. Yields the product C(C)OC(CC)OC(C(=O)OCC)C (ethyl 2-[(1'-ethoxy)propoxy]propanoate). The yield is 82.6%. RXN SMILES: [C:1]([O:6][CH2:7][CH3:8])(=[O:5])[CH:2]([CH3:4])[OH:3].[CH:9]([O:12][CH2:13][CH3:14])=[CH:10][CH3:11]>Cl>[CH2:13]([O:12][CH:9]([O:3][CH:2]([CH3:4])[C:1]([O:6][CH2:7][CH3:8])=[O:5])[CH2:10][CH3:11])[CH3:14]. Procedure details: To a 250 mL containing 37.0 g (0.31 mole) ethyl lactate and four drops 32% hydrochloric acid at 30° C. is added 71 g (0.82 mole) ethyl propenyl ether. The mixture is heated to 75° C. for thirty minutes, cooled to 25° C., then quenched with 100 g 5% sodium bicarbonate solution. The organic material was flash distilled yielding 52.3 g (90%) ethyl 2-[(1'-ethoxy)propoxy]propanoate. Reactants: teflon, C(#N)C=1C=C(C=CC1OC(C)C)C(=O)NNC(C1=C(C=C(C=C1)Br)C)=O (N′-(3-Cyano-4-isopropyloxyphenylcarbonyl)-4-bromo-2-methylbenzhydrazide), C1(=CC=CC=C1)C (toluene), COC=1C=CC(=CC1)P2(=S)SP(=S)(S2)C=3C=CC(=CC3)OC (Lawesson's Reagent). Run in N1=CC=CC=C1 (pyridine). Reaction conditions: temperature 125 celsius. Product: C(#N)C=1C=C(C=CC1OC(C)C)C=1SC(=NN1)C1=C(C=C(C=C1)Br)C (2-(3-Cyano-4-isopropyloxy-phenyl)-5-(4-bromo-2-methyphenyl)-1,3,4-thiadiazole). Reaction SMILES: [C:1]([C:3]1[CH:4]=[C:5]([C:13]([NH:15][NH:16][C:17](=O)[C:18]2[CH:23]=[CH:22][C:21]([Br:24])=[CH:20][C:19]=2[CH3:25])=O)[CH:6]=[CH:7][C:8]=1[O:9][CH:10]([CH3:12])[CH3:11])#[N:2].C1(C)C=CC=CC=1.COC1C=CC(P2(SP(C3C=CC(OC)=CC=3)(=S)S2)=[S:43])=CC=1>N1C=CC=CC=1>[C:1]([C:3]1[CH:4]=[C:5]([C:13]2[S:43][C:17]([C:18]3[CH:23]=[CH:22][C:21]([Br:24])=[CH:20][C:19]=3[CH3:25])=[N:16][N:15]=2)[CH:6]=[CH:7][C:8]=1[O:9][CH:10]([CH3:12])[CH3:11])#[N:2]. Reported procedure: In an oven-dried high-pressure tube, 240 mg (0.58 mmol) of N′-(3-cyano-4-isopropyloxyphenylcarbonyl)-4-bromo-2-methylbenzhydrazide (from Step A) was combined with 40 mL of anhydrous toluene, 300 mg of Lawesson's Reagent (0.74 mmol), and 100 μL of pyridine. The tube was sealed with a plastic/teflon cap and the reaction mixture was heated to 125° C. for 2 h. The resulting mixture was cooled down to rt, solvents were removed under reduced pressure and residual solids were dissolved in 10 mL of pyri...